This data is from the Open Reaction Database (ORD), a public repository of structured organic reaction records. The task is: describe an organic reaction: reactants, conditions, products, and yield The reactants are O=C1CCC(=O)N1Br, O=C(OOC(=O)c1ccccc1)c1ccccc1, Cc1ccc(S(=O)(=O)c2csc(S(=O)(=O)Cl)c2)cc1, ClC(Cl)Cl. Product: O=S(=O)(Cl)c1cc(S(=O)(=O)c2ccc(CBr)cc2)cs1. Reaction SMILES: [Br:20][N:21]1[C:22](=[O:23])[CH2:24][CH2:25][C:26]1=[O:27].[C:28]([O:29][O:30][C:31](=[O:32])[c:33]1[cH:34][cH:35][cH:36][cH:37][cH:38]1)(=[O:39])[c:40]1[cH:41][cH:42][cH:43][cH:44][cH:45]1.[CH3:1][c:2]1[cH:3][cH:4][c:5]([S:8](=[O:9])(=[O:10])[c:11]2[cH:12][c:13]([S:16](=[O:17])(=[O:18])[Cl:19])[s:14][cH:15]2)[cH:6][cH:7]1.[Cl:46][CH:47]([Cl:48])[Cl:49]>>[CH2:1]([c:2]1[cH:3][cH:4][c:5]([S:8](=[O:9])(=[O:10])[c:11]2[cH:12][c:13]([S:16](=[O:17])(=[O:18])[Cl:19])[s:14][cH:15]2)[cH:6][cH:7]1)[Br:20]. Procedure: Solid sodium hydride (30 mg of 60% dispersion in mineral oil, 0.72 mmol) was added to a stirred solution of 1-[2-(ethoxymethyl)-1H-imidazo[4,5-c]quinolin-1-yl]-2-methylpropan-2-ol (2.15 g, 7.2 mmol) and phenyl vinyl sulfone (2.42 g, 14.4 mmol) in anhydrous tetrahydrofuran (29 mL). The reaction mixture was stirred at ambient temperature for about 1 hour, and then it was quenched with water (50 mL) and extracted with ethyl acetate (3×50 mL). The combined extracts were washed with brine (50 mL), dr... Yield: 28.2%. The reactants are [H-].[Na+] (sodium hydride), C(C)OCC=1N(C2=C(C=NC=3C=CC=CC23)N1)CC(C)(O)C (1-[2-(ethoxymethyl)-1H-imidazo[4,5-c]quinolin-1-yl]-2-methylpropan-2-ol), C(=C)S(=O)(=O)C1=CC=CC=C1 (phenyl vinyl sulfone). Conditions: time 1 hour. The solvent is O1CCCC1 (tetrahydrofuran). Yields the product C(C)OCC=1N(C2=C(C=NC=3C=CC=CC23)N1)CC(C)(C)OCCS(=O)(=O)C1=CC=CC=C1 (2-ethoxymethyl-1-{2-[2-(phenylsulfonyl)ethoxy]-2-methylpropyl}-1H-imidazo[4,5-c]quinoline). RXN SMILES: [H-].[Na+].[CH2:3]([O:5][CH2:6][C:7]1[N:8]([CH2:20][C:21]([CH3:24])([OH:23])[CH3:22])[C:9]2[C:18]3[CH:17]=[CH:16][CH:15]=[CH:14][C:13]=3[N:12]=[CH:11][C:10]=2[N:19]=1)[CH3:4].[CH:25]([S:27]([C:30]1[CH:35]=[CH:34][CH:33]=[CH:32][CH:31]=1)(=[O:29])=[O:28])=[CH2:26]>O1CCCC1>[CH2:3]([O:5][CH2:6][C:7]1[N:8]([CH2:20][C:21]([O:23][CH2:26][CH2:25][S:27]([C:30]2[CH:35]=[CH:34][CH:33]=[CH:32][CH:31]=2)(=[O:28])=[O:29])([CH3:24])[CH3:22])[C:9]2[C:18]3[CH:17]=[CH:16][CH:15]=[CH:14][C:13]=3[N:12]=[CH:11][C:10]=2[N:19]=1)[CH3:4] |f:0.1|. The reactants are N(=[N+]=[N-])C1=CC=C(C(=O)NCC)C=C1 (4-azido-N-ethylbenzamide), O=C(CC(=O)OCC)CCC (ethyl 3-keto-n-hexanoate), [O-]CC.[Na+] (sodium ethoxide). Solvent: C(C)O (ethanol), C(C)O (ethanol). Run at temperature 60 celsius, time 8 hour. The product is C(C)NC(=O)C1=CC=C(C=C1)N1N=NC(=C1CCC)C(=O)O (1-{4-[(ethylamino)carbonyl]phenyl}-5-propyl-1H-1,2,3-triazole-4-carboxylic acid). Yield: 98.0%. Reaction SMILES: [N:1]([C:4]1[CH:14]=[CH:13][C:7]([C:8]([NH:10][CH2:11][CH3:12])=[O:9])=[CH:6][CH:5]=1)=[N+:2]=[N-:3].O=[C:16]([CH2:23][CH2:24][CH3:25])[CH2:17][C:18]([O:20]CC)=[O:19].[O-]CC.[Na+]>C(O)C>[CH2:11]([NH:10][C:8]([C:7]1[CH:6]=[CH:5][C:4]([N:1]2[C:16]([CH2:23][CH2:24][CH3:25])=[C:17]([C:18]([OH:20])=[O:19])[N:3]=[N:2]2)=[CH:14][CH:13]=1)=[O:9])[CH3:12] |f:2.3|. Procedure: To a solution of 4-azido-N-ethylbenzamide (0.73 g) obtained in Example 43a) and ethyl 3-keto-n-hexanoate (0.77 ml) in ethanol (20 ml) was added 20% sodium ethoxide in ethanol solution (1.85 ml) at room temperature, and the mixture was stirred overnight at 60° C. The reaction mixture was cooled to room temperature, and the solvent was evaporated under reduced pressure. The residue was diluted with water, and washed with ethyl acetate. The aqueous layer was acidified with 1N hydrochloric acid, and... Reactants: C(C1=CC=CC=C1)[C@H]1N(CCN(C1)C([C@H]1N(C[C@@H](C1)O)C(=O)OC(C)(C)C)=O)C(C1=CC(=CC(=C1)C(F)(F)F)C(F)(F)F)=O ((2R)-2-benzyl-1-[3,5-bis(trifluoromethyl)benzoyl]-4-[(4R)-4-hydroxy-1-tert-butoxycarbonyl-L-prolyl]piperazine), Cl (hydrogen chloride). Run in ClCCl (dichloromethane), O1CCOCC1 (dioxane). Conditions: time 1 hour. Yields the product Cl.C(C1=CC=CC=C1)[C@H]1N(CCN(C1)C([C@H]1NC[C@@H](C1)O)=O)C(C1=CC(=CC(=C1)C(F)(F)F)C(F)(F)F)=O ((2R)-2-benzyl-1-[3,5-bis(trifluoromethyl)benzoyl]-4-[(4R)-4-hydroxy-L-prolyl]piperazine hydrochloride). RXN SMILES: [CH2:1]([C@@H:8]1[CH2:13][N:12]([C:14](=[O:28])[C@@H:15]2[CH2:19][C@@H:18]([OH:20])[CH2:17][N:16]2C(OC(C)(C)C)=O)[CH2:11][CH2:10][N:9]1[C:29](=[O:44])[C:30]1[CH:35]=[C:34]([C:36]([F:39])([F:38])[F:37])[CH:33]=[C:32]([C:40]([F:43])([F:42])[F:41])[CH:31]=1)[C:2]1[CH:7]=[CH:6][CH:5]=[CH:4][CH:3]=1.[ClH:45]>ClCCl.O1CCOCC1>[ClH:45].[CH2:1]([C@@H:8]1[CH2:13][N:12]([C:14](=[O:28])[C@@H:15]2[CH2:19][C@@H:18]([OH:20])[CH2:17][NH:16]2)[CH2:11][CH2:10][N:9]1[C:29](=[O:44])[C:30]1[CH:35]=[C:34]([C:36]([F:37])([F:38])[F:39])[CH:33]=[C:32]([C:40]([F:43])([F:42])[F:41])[CH:31]=1)[C:2]1[CH:3]=[CH:4][CH:5]=[CH:6][CH:7]=1 |f:4.5|. Procedure details: To a solution of (2R)-2-benzyl-1-[3,5-bis(trifluoromethyl)benzoyl]-4-[(4R)-4-hydroxy-1-tert-butoxycarbonyl-L-prolyl]piperazine (0.68 g) in dichloromethane (10 ml) was added 4N hydrogen chloride in dioxane solution (10 ml) at 0° C. The resulting mixture was stirred at the same temperature for 1 hour and then concentrated under reduced pressure. The residue was pulverized with ethyl ether, collected by filtration and washed with ethyl ether to give (2R)-2-benzyl-1-[3,5-bis(trifluoromethyl)benzoyl]... Yields the product COc1ccc2c(NCC(O)(CC(C)(C)c3cc(F)ccc3OC)C(F)(F)F)cccc2n1. Reaction SMILES: [C:35]([O:36][BH-:37]([O:38][C:39](=[O:40])[CH3:41])[O:42][C:43](=[O:44])[CH3:45])(=[O:46])[CH3:47].[CH3:49][c:50]1[cH:51][cH:52][cH:53][cH:54][cH:55]1.[CH3:56][C:57](=[O:58])[OH:59].[F:1][c:2]1[cH:3][cH:4][c:5]([O:20][CH3:21])[c:6]([C:8]([CH2:9][C:10]([CH:11]=[O:12])([C:13]([F:14])([F:15])[F:16])[OH:17])([CH3:18])[CH3:19])[cH:7]1.[NH2:22][c:23]1[c:24]2[cH:25][cH:26][c:27]([O:33][CH3:34])[n:28][c:29]2[cH:30][cH:31][cH:32]1.[Na+:48]>>[F:1][c:2]1[cH:3][cH:4][c:5]([O:20][CH3:21])[c:6]([C:8]([CH2:9][C:10]([CH2:11][NH:22][c:23]2[c:24]3[cH:25][cH:26][c:27]([O:33][CH3:34])[n:28][c:29]3[cH:30][cH:31][cH:32]2)([C:13]([F:14])([F:15])[F:16])[OH:17])([CH3:18])[CH3:19])[cH:7]1. Reactants: CC(=O)O[BH-](OC(C)=O)OC(C)=O, Cc1ccccc1, CC(=O)O, COc1ccc(F)cc1C(C)(C)CC(O)(C=O)C(F)(F)F, COc1ccc2c(N)cccc2n1, [Na+]. The reactants are N1CCC(CC1)C1=C2CC(NC2=CC=C1)=O (4-Piperidin-4-yl-1,3-dihydroindol-2-one), C(C)C1=CC(=C(N1)C=O)CCC(=O)O (3-(5-ethyl-2-formyl-1H-pyrrol-3-yl)-propionic acid). Product: C(C)C1=CC(=C(N1)C=C1C(NC2=CC=CC(=C12)C1CCNCC1)=O)CCC(=O)O (3-[5-Ethyl-2-(2-oxo-4-piperidin-4-yl-1,2-dihydroindol-3-ylidenemethyl)-1H-pyrrol-3-yl]-propionic Acid). RXN SMILES: [NH:1]1[CH2:6][CH2:5][CH:4]([C:7]2[CH:15]=[CH:14][CH:13]=[C:12]3[C:8]=2[CH2:9][C:10](=[O:16])[NH:11]3)[CH2:3][CH2:2]1.[CH2:17]([C:19]1[NH:23][C:22]([CH:24]=O)=[C:21]([CH2:26][CH2:27][C:28]([OH:30])=[O:29])[CH:20]=1)[CH3:18]>>[CH2:17]([C:19]1[NH:23][C:22]([CH:24]=[C:9]2[C:8]3[C:12](=[CH:13][CH:14]=[CH:15][C:7]=3[CH:4]3[CH2:3][CH2:2][NH:1][CH2:6][CH2:5]3)[NH:11][C:10]2=[O:16])=[C:21]([CH2:26][CH2:27][C:28]([OH:30])=[O:29])[CH:20]=1)[CH3:18]. Procedure details: 4-Piperidin-4-yl-1,3-dihydroindol-2-one (45 mg, 0.2 mmol) was condensed with 3-(5-ethyl-2-formyl-1H-pyrrol-3-yl)-propionic acid (0.23 mmol) to give the title compound. The reactants are CN(C(=C[N+](=O)[O-])SC)C (1-dimethylamino-1-methylthio-2-nitroethylene), C(C1=CC=CC=C1)N(C(=S)NC)CC=1C=NC=CC1 (N-Benzyl-N-(3-pyridylmethyl)-N'-methylthiourea), ClC1=CC=C(C=N1)CN (6-chloro-3-pyridylmethylamine). Run in CCO (EtOH). Product: ClC1=CC=C(C=N1)CNC(=C[N+](=O)[O-])N(C)C (1-(6-Chloro-3-pyridylmethyl)amino-1-dimethylamino-2-nitroethylene). Reaction SMILES: [CH3:1][N:2]([CH3:10])[C:3](SC)=[CH:4][N+:5]([O-:7])=[O:6].C(N(CC1C=NC=CC=1)C(NC)=S)C1C=CC=CC=1.[Cl:30][C:31]1[N:36]=[CH:35][C:34]([CH2:37][NH2:38])=[CH:33][CH:32]=1>CCO>[Cl:30][C:31]1[N:36]=[CH:35][C:34]([CH2:37][NH:38][C:3]([N:2]([CH3:10])[CH3:1])=[CH:4][N+:5]([O-:7])=[O:6])=[CH:33][CH:32]=1. Procedure: The 1-dimethylamino-1-methylthio-2-nitroethylene (1.0 g) prepared in (1) and 1.0 g of 6-chloro-3-pyridylmethylamine were refluxed in 30 ml of EtOH for 2 hours. The EtOH was then distilled off and the residue was subjected to silica gel column chromatography using CHCl3 --MeOH (10:1) as an eluent. The crystals obtained were recrystallized from EtOH to recover 0.82 g of the title compound as pale yellow crystals. Starting materials: ClC1=NC=CC=C1O (2-chloro-3-hydroxypyridine), [H-].[Na+] (Sodium hydride), ice, COCCl (Chloromethyl methyl ether), O (water). Solvent: O1CCCC1 (tetrahydrofuran). Run at time 15 minute. Product: ClC1=NC=CC=C1OCOC (2-Chloro-3-(methoxymethoxy)pyridine). Yield: 89.0%. Reaction SMILES: [H-].[Na+].[Cl:3][C:4]1[C:9]([OH:10])=[CH:8][CH:7]=[CH:6][N:5]=1.[CH3:11][O:12][CH2:13]Cl.O>O1CCCC1>[Cl:3][C:4]1[C:9]([O:10][CH2:11][O:12][CH3:13])=[CH:8][CH:7]=[CH:6][N:5]=1 |f:0.1|. Procedure: Sodium hydride (66%, 633 mg, 17.4 mmol) was added to an ice-cooled solution of 2-chloro-3-hydroxypyridine (2.05 g, 15.8 mmol) in tetrahydrofuran (30 ml) under nitrogen atmosphere, and this reaction mixture was stirred at that temperature for 15 minutes. Chloromethyl methyl ether (1.32 ml, 17.4 mmol) was added, and the resulting reaction mixture was stirred at that temperature for 30 minutes, then at room temperature for another 2 hours. After water was added, the reaction mixture was extracted w...